Task: describe an organic reaction: reactants, conditions, products, and yield. Dataset: the Open Reaction Database (ORD), a public repository of structured organic reaction records Starting materials: C=CC=C (butadiene), C=CC1=CC=CC=C1 (styrene), C=CC (propylene), nickel octylate, stainless steel. The reagents and catalysts are C(C)[Al](CC)CC (triethylaluminum), ClC(C(=O)C(Cl)(Cl)Cl)(Cl)Cl (hexachloroacetone). Run in C1(=CC=CC=C1)C (toluene), C1(=CC=CC=C1)C (toluene), C1(=CC=CC=C1)C (toluene), C1(=CC=CC=C1)C (toluene). Product: C=CC=C.C=CC1=CC=CC=C1 (butadiene-styrene copolymer). The yield is 48.0%. Reaction SMILES: [CH2:1]=[CH:2][CH:3]=[CH2:4].[CH2:5]=[CH:6][C:7]1[CH:12]=[CH:11][CH:10]=[CH:9][CH:8]=1.C=CC>C([Al](CC)CC)C.ClC(Cl)(Cl)C(C(Cl)(Cl)Cl)=O.C1(C)C=CC=CC=1>[CH2:1]=[CH:2][CH:3]=[CH2:4].[CH2:5]=[CH:6][C:7]1[CH:12]=[CH:11][CH:10]=[CH:9][CH:8]=1 |f:6.7|. Reported procedure: In a one liter stainless steel autoclave, in which the temperature is elevated up to 45° C, there are charged a toluene solution of triethylaluminum (3 ml; 3 mmol) and a toluene solution of hexachloroacetone (1.8 ml; 1.8 mmol) while stirring, and anhydrous toluene (400 ml), butadiene (42 g), styrene (56 g), propylene (32 g) and a toluene solution of nickel octylate (1.5 ml; 0.3 mmol) are added thereto. The mixture is reacted at 45° C for 5 hours to execute the polymerization. The stop of the pol... Starting materials: CCO, CCOC(=O)c1cc(C)nn1-c1ccc(F)cc1, [Na+], [OH-], O. Yields the product Cc1cc(C(=O)O)n(-c2ccc(F)cc2)n1. As a reaction SMILES: [CH3:21][CH2:22][OH:23].[F:1][c:2]1[cH:3][cH:4][c:5](-[n:8]2[n:9][c:10]([CH3:18])[cH:11][c:12]2[C:13](=[O:14])[O:15][CH2:16][CH3:17])[cH:6][cH:7]1.[Na+:20].[OH-:19].[OH2:24]>>[F:1][c:2]1[cH:3][cH:4][c:5](-[n:8]2[n:9][c:10]([CH3:18])[cH:11][c:12]2[C:13](=[O:14])[OH:15])[cH:6][cH:7]1. The reactants are [OH-].[Na+] (sodium hydroxide), [N+](=O)([O-])C=1C=C(C(=CC1)O)O (4-nitrobenzene-1,2-diol), IC(C)C (2-iodo-propane). Run in CS(=O)C (DMSO). Conditions: time 5 minute. Yields the product C(C)(C)OC1=C(C=C(C=C1)[N+](=O)[O-])O (2-isopropoxy-5-nitro-phenol). Isolated yield 25.7%. Reaction SMILES: [OH-].[Na+].[N+:3]([C:6]1[CH:7]=[C:8]([OH:13])[C:9]([OH:12])=[CH:10][CH:11]=1)([O-:5])=[O:4].I[CH:15]([CH3:17])[CH3:16]>CS(C)=O>[CH:15]([O:12][C:9]1[CH:10]=[CH:11][C:6]([N+:3]([O-:5])=[O:4])=[CH:7][C:8]=1[OH:13])([CH3:17])[CH3:16] |f:0.1|. Procedure details: To a stirred solution of sodium hydroxide (387 mg, 9.67 mmol) in anhydrous DMSO was added 4-nitrobenzene-1,2-diol (500 mg, 3.22 mmol) at 0° C. After stirring for 5 min, 2-iodo-propane (603 mg, 3.55 mmol) was added dropwise. The resulting dark mixture was stirred for 1 h at room temperature. The reaction mixture was quenched with water and then acidified with 1M HCl (pH=4) and then the aqueous layer was extracted with ethyl acetate (3×20 mL). The combined organic layer was washed with sat. NaCl a... Starting materials: CCO, CCOC(C)=O, [K+], CCOC(=O)C=C(C)c1ccc([N+](=O)[O-])cc1, [OH-], O. The product is CC(=CC(=O)O)c1ccc([N+](=O)[O-])cc1. RXN SMILES: [CH3:18][CH2:19][OH:20].[CH3:24][CH2:25][O:26][C:27](=[O:28])[CH3:29].[K+:22].[N+:1](=[O:2])([O-:3])[c:4]1[cH:5][cH:6][c:7]([C:10](=[CH:11][C:12](=[O:13])[O:14][CH2:15][CH3:16])[CH3:17])[cH:8][cH:9]1.[OH-:21].[OH2:23]>>[N+:1](=[O:2])([O-:3])[c:4]1[cH:5][cH:6][c:7]([C:10](=[CH:11][C:12](=[O:13])[OH:14])[CH3:17])[cH:8][cH:9]1. Reactants: IC=1C=C(C=CC1)C(CCC=C)O (1-(3-Iodo-phenyl)-pent-4-en-1-ol), CCN(CC)S(F)(F)F (DAST). The solvent is C(Cl)Cl (methylene chloride). Yields the product FC(CCC=C)C1=CC(=CC=C1)I (1-(1-Fluoro-pent-4-enyl)-3-iodo-benzene). RXN SMILES: [I:1][C:2]1[CH:3]=[C:4]([CH:8](O)[CH2:9][CH2:10][CH:11]=[CH2:12])[CH:5]=[CH:6][CH:7]=1.CCN(S(F)(F)[F:20])CC>C(Cl)Cl>[F:20][CH:8]([C:4]1[CH:5]=[CH:6][CH:7]=[C:2]([I:1])[CH:3]=1)[CH2:9][CH2:10][CH:11]=[CH2:12]. Procedure: To a stirred solution of 1-(3-Iodo-phenyl)-pent-4-en-1-ol (0.51 g, 1.77 mmol), in dry methylene chloride (10 mL) at −78° C. and under a nitrogen atmosphere was added DAST (0.28 mL, 2.1 mmol). The cooling bath was removed and the mixture was warmed to room temperature for 1 h, and then quenched with sat sodium bicarbonate (4 mL). The mixture was partitioned between methylene chloride and H2O, and the aqueous layer was extracted with methylene chloride (2×10 mL). The organic layer was washed with ... Starting materials: C(C)(=O)C1=CC=C(C=C1)S(=O)(=O)[O-].[Na+] (sodium 4-acetylbenzenesulfonate), S(=O)(Cl)Cl (thionyl chloride), ice water. Solvent: CN(C=O)C (dimethylformamide). Yields the product C(C)(=O)C1=CC=C(C=C1)S(=O)(=O)Cl (4-Acetylbenzenesulfonyl Chloride). As a reaction SMILES: [C:1]([C:4]1[CH:9]=[CH:8][C:7]([S:10]([O-:13])(=O)=[O:11])=[CH:6][CH:5]=1)(=[O:3])[CH3:2].[Na+].S(Cl)([Cl:17])=O>CN(C)C=O>[C:1]([C:4]1[CH:9]=[CH:8][C:7]([S:10]([Cl:17])(=[O:13])=[O:11])=[CH:6][CH:5]=1)(=[O:3])[CH3:2] |f:0.1|. Reported procedure: A suspension of 100 g. of sodium 4-acetylbenzenesulfonate in 225 ml. of dimethylformamide is treated with 31 ml. of thionyl chloride and the mixture is stirred at room temperature for 5 minutes, then poured into 1 l. of ice water. The resulting precipitate of 4-acetylbenzenesulfonyl chloride is collected by filtration and washed with ice water. The still-damp product may be used as such without further purification. However, if purification is desired, the following procedure may be used: The pr... Starting materials: COC(=O)C=1C(=NC2=CC=C(C=C2C1C1=CC(=CC=C1)OC(F)(F)F)Cl)C(C)C (6-chloro-2-isopropyl-4-(3-trifluoromethoxy-phenyl)-quinoline-3-carboxylic acid methyl ester), [I-].[Li+] (lithium iodide), C(CC(O)(C(=O)O)CC(=O)O)(=O)O (citric acid). Run in O (water), C(C)(=O)OCC (ethyl acetate), N1=CC=CC=C1 (pyridine). Yields the product ClC=1C=C2C(=C(C(=NC2=CC1)C(C)C)C(=O)O)C1=CC(=CC=C1)OC(F)(F)F (6-chloro-2-isopropyl-4-(3-trifluoromethoxy-phenyl)-quinoline-3-carboxylic acid). Isolated yield 51.7%. Reaction SMILES: C[O:2][C:3]([C:5]1[C:6]([CH:27]([CH3:29])[CH3:28])=[N:7][C:8]2[C:13]([C:14]=1[C:15]1[CH:20]=[CH:19][CH:18]=[C:17]([O:21][C:22]([F:25])([F:24])[F:23])[CH:16]=1)=[CH:12][C:11]([Cl:26])=[CH:10][CH:9]=2)=[O:4].[I-].[Li+].C(O)(=O)CC(CC(O)=O)(C(O)=O)O>N1C=CC=CC=1.O.C(OCC)(=O)C>[Cl:26][C:11]1[CH:12]=[C:13]2[C:8](=[CH:9][CH:10]=1)[N:7]=[C:6]([CH:27]([CH3:28])[CH3:29])[C:5]([C:3]([OH:4])=[O:2])=[C:14]2[C:15]1[CH:20]=[CH:19][CH:18]=[C:17]([O:21][C:22]([F:24])([F:23])[F:25])[CH:16]=1 |f:1.2|. Procedure details: To the stirred solution of 6-chloro-2-isopropyl-4-(3-trifluoromethoxy-phenyl)-quinoline-3-carboxylic acid methyl ester (50 mg, 0.118 mmol) in 3 ml of pyridine under nitrogen was added lithium iodide (158 mg, 1.18 mmol) at RT. Then the reaction mixture was refluxed for 16 h. Volatiles were removed under vacuo to afford a crude residue which was diluted with water and ethyl acetate. The organic phase was discarded and the aqueous layer was made acidic to pH 3 with 10% aqueous citric acid under coo... The reactants are ClC1=CC=C(C=O)C=C1 (4-chlorobenzaldehyde), CC(CC=C)(C(C)=O)C (4,4-dimethyl-1-hexen-5-one), solid, [OH-].[Na+] (sodium hydroxide). Reagents/catalysts: [OH-].[Na+] (sodium hydroxide). Solvent: O (water), C(C)O (ethanol), O (water), O (water). Conditions: time 1 hour. Yields the product ClC1=CC=C(C=C1)C=CC(C(CC=C)(C)C)=O (1-(4-chlorophenyl)-4,4-dimethyl-1,6-heptadien-3-one). Isolated yield 92.5%. As a reaction SMILES: [Cl:1][C:2]1[CH:9]=[CH:8][C:5]([CH:6]=O)=[CH:4][CH:3]=1.[CH3:10][C:11]([CH3:18])([C:15](=[O:17])[CH3:16])[CH2:12][CH:13]=[CH2:14].[OH-].[Na+]>C(O)C.O.[OH-].[Na+]>[Cl:1][C:2]1[CH:9]=[CH:8][C:5]([CH:6]=[CH:16][C:15](=[O:17])[C:11]([CH3:18])([CH3:10])[CH2:12][CH:13]=[CH2:14])=[CH:4][CH:3]=1 |f:2.3,6.7|. Reported procedure: 40 ml of water are added to a solution of 56.2 g (0.4 mol) of 4-chlorobenzaldehyde and 50.4 g (0.4 mol) of 4,4-dimethyl-1-hexen-5-one in 200 ml of ethanol and directly thereafter a solution of 1.2 g of sodium hydroxide in 12 ml of water is added. The mixture is initially stirred for 1 hour at room temperature, then 0.8 g of solid sodium hydroxide is added and the mixture is stirred for a further 16 hours. It is then diluted with water and extracted with ethyl acetate. The ethyl acetate extract i...